This data is from the Open Reaction Database (ORD), a public repository of structured organic reaction records. The task is: describe an organic reaction: reactants, conditions, products, and yield Reactants: CO, COC(=O)c1ncsc1C, Cl, [Na+], [OH-]. The product is Cc1scnc1C(=O)O. Reaction SMILES: [CH3:14][OH:15].[CH3:1][c:2]1[c:3]([C:7](=[O:8])[O:9][CH3:10])[n:4][cH:5][s:6]1.[ClH:13].[Na+:12].[OH-:11]>>[CH3:1][c:2]1[c:3]([C:7](=[O:8])[OH:9])[n:4][cH:5][s:6]1. Reactants: C(C)(=O)O (Acetic acid), C(C)(=O)[O-].[NH4+] (ammonium acetate), [N+](=O)([O-])C1=CC=C(C=O)C=C1 (p-nitro-benzaldehyde), C(CC(=O)O)(=O)O (malonic acid), C(C)(=O)[O-].[NH4+] (ammonium acetate). Run in CC(C)O (2-propanol). Conditions: temperature 85 celsius, time 5 hour. Product: [N+](=O)([O-])C1=CC=C([C@H](N)CC(=O)O)C=C1 (p-nitro-β-phenylalanine). Yield: 52.0%. Reaction SMILES: [C:1]([OH:4])(=[O:3])[CH3:2].C([O-])(=O)C.[NH4+:9].[N+:10]([C:13]1[CH:20]=[CH:19][C:16]([CH:17]=O)=[CH:15][CH:14]=1)([O-:12])=[O:11].C(O)(=O)CC(O)=O>CC(O)C>[N+:10]([C:13]1[CH:20]=[CH:19][C:16]([C@@H:17]([CH2:2][C:1]([OH:4])=[O:3])[NH2:9])=[CH:15][CH:14]=1)([O-:12])=[O:11] |f:1.2|. Procedure: Acetic acid (110 ml) was mixed with 20.4 g of ammonium acetate (264 mmol) and heated to 85° C. After ammonium acetate was dissolved, the mixture was further mixed with 20.0 g of p-nitro-benzaldehyde (132 mmol) and 27.8 g of malonic acid (264 mmol) and heated at 90° C. with stirring for 5 hours. After being cooled to room temperature, the filtrate was mixed with 300 ml of 2-propanol. The precipitated crystal was filtered, subjected to slurry washing with 100 ml of ethanol, filtered again and drie... The reactants are C(C1=CC=CC=C1)N1CCN(CC1)C1=CC(=NC=C1)C (1-Benzyl-4-(2-methyl-4-pyridinyl)piperazine). The reagents and catalysts are [C].[Pd] (palladium carbon). Solvent: CO (methanol). Product: CC1=NC=CC(=C1)N1CCNCC1 (1-(2-methyl-4-pyridinyl)piperazine), crystal. Yield: 38.0%. Reaction SMILES: C([N:8]1[CH2:13][CH2:12][N:11]([C:14]2[CH:19]=[CH:18][N:17]=[C:16]([CH3:20])[CH:15]=2)[CH2:10][CH2:9]1)C1C=CC=CC=1>[C].[Pd].CO>[CH3:20][C:16]1[CH:15]=[C:14]([N:11]2[CH2:12][CH2:13][NH:8][CH2:9][CH2:10]2)[CH:19]=[CH:18][N:17]=1 |f:1.2|. Procedure details: 1-Benzyl-4-(2-methyl-4-pyridinyl)piperazine (10.3 g) obtained in Example 114a) and 10% palladium carbon (1.0 g) were added to methanol (200 ml), and mixed under hydrogen atmosphere at room temperature for 7 days. The catalyst was filtered off, and the filtrate was concentrated under reduced pressure. The residue was purified with basic silica gel column (ethyl acetate) and recrystallized from ethyl acetate-hexane to obtain the title compound as a colorless needle-like crystal (2.58 g, 38%).